Dataset: the Open Reaction Database (ORD), a public repository of structured organic reaction records. Task: describe an organic reaction: reactants, conditions, products, and yield Product: CC(=O)NC(Cc1ccc(-c2c3ccccc3cc3ccccc23)cc1)C(=O)O. Reaction SMILES: [C:1]([CH3:2])(=[O:3])[NH:4][CH:5]([C:6](=[O:7])[O:8][CH3:9])[CH2:10][c:11]1[cH:12][cH:13][c:14](-[c:17]2[c:18]3[cH:19][cH:20][cH:21][cH:22][c:23]3[cH:24][c:25]3[cH:26][cH:27][cH:28][cH:29][c:30]23)[cH:15][cH:16]1.[CH2:34]1[O:35][CH2:36][CH2:37][CH2:38]1.[Li+:33].[OH-:32].[OH2:31].[OH2:39].[OH2:40]>>[C:1]([CH3:2])(=[O:3])[NH:4][CH:5]([C:6](=[O:7])[OH:8])[CH2:10][c:11]1[cH:12][cH:13][c:14](-[c:17]2[c:18]3[cH:19][cH:20][cH:21][cH:22][c:23]3[cH:24][c:25]3[cH:26][cH:27][cH:28][cH:29][c:30]23)[cH:15][cH:16]1. Starting materials: COC(=O)C(Cc1ccc(-c2c3ccccc3cc3ccccc23)cc1)NC(C)=O, C1CCOC1, [Li+], [OH-], O, O, O.